describe an organic reaction: reactants, conditions, products, and yield From a dataset of the Open Reaction Database (ORD), a public repository of structured organic reaction records. Reactants: solid, C(C)OC(C1=CC(=C(C(=C1)C1=CC(=CC=C1)C(F)(F)F)OCCO)C1=CC(=CC=C1)C(F)(F)F)=O (3,5-bis-(m-trifluoromethylphenyl)-4-(2-hydroxyethoxy)-benzoic acid ethyl ester), CNCCCCCCCCC1=CC=CC=C1 (N-methyl-N-(8-phenyloctyl)amine). Product: CN(C(C1=CC(=C(C(=C1)C1=CC(=CC=C1)C(F)(F)F)OCCO)C1=CC(=CC=C1)C(F)(F)F)=O)CCCCCCCCC1=CC=CC=C1 (N-methyl-N-(8-phenyloctyl)-3,5-bis(m-trifluoromethylphenyl)-4-(2-hydroxyethoxy)-benzamide). As a reaction SMILES: C([O:3][C:4](=O)[C:5]1[CH:10]=[C:9]([C:11]2[CH:16]=[CH:15][CH:14]=[C:13]([C:17]([F:20])([F:19])[F:18])[CH:12]=2)[C:8]([O:21][CH2:22][CH2:23][OH:24])=[C:7]([C:25]2[CH:30]=[CH:29][CH:28]=[C:27]([C:31]([F:34])([F:33])[F:32])[CH:26]=2)[CH:6]=1)C.[CH3:36][NH:37][CH2:38][CH2:39][CH2:40][CH2:41][CH2:42][CH2:43][CH2:44][CH2:45][C:46]1[CH:51]=[CH:50][CH:49]=[CH:48][CH:47]=1>>[CH3:36][N:37]([CH2:38][CH2:39][CH2:40][CH2:41][CH2:42][CH2:43][CH2:44][CH2:45][C:46]1[CH:47]=[CH:48][CH:49]=[CH:50][CH:51]=1)[C:4](=[O:3])[C:5]1[CH:10]=[C:9]([C:11]2[CH:16]=[CH:15][CH:14]=[C:13]([C:17]([F:20])([F:18])[F:19])[CH:12]=2)[C:8]([O:21][CH2:22][CH2:23][OH:24])=[C:7]([C:25]2[CH:30]=[CH:29][CH:28]=[C:27]([C:31]([F:33])([F:34])[F:32])[CH:26]=2)[CH:6]=1. Reported procedure: N-methyl-N-(8-phenyloctyl)-3,5-bis(m-trifluoromethylphenyl)-4-(2-hydroxyethoxy)-benzamide was prepared as a white solid (0.238 g, 67%) from 3,5-bis-(m-trifluoromethylphenyl)-4-(2-hydroxyethoxy)-benzoic acid ethyl ester and N-methyl-N-(8-phenyloctyl)amine using a procedure similar to step 2 of Example 175. 1H NMR (CDCl3) δ7.94 (s, 2H); 7.84 (d, 2H); 7.68-7.56 (m, 4H); 7.44 (s, 2H); 7.30-7.12 (m, 5H); 3.24 (t, 2H); 3.52 and 3.33 (2bt, 2H); 3.40 (t, 2H); 3.08 (2s, 3H); 2.58 (bt, 2H); 1.60 (m, 4H); ... The reactants are CSC(C#N)c1cccc(C(=O)c2ccc(Cl)cc2)c1N, C1CCOC1. The product is N#CCc1cccc(C(=O)c2ccc(Cl)cc2)c1N. RXN SMILES: [NH2:1][c:2]1[c:3]([CH:17]([C:18]#[N:19])[S:20][CH3:21])[cH:4][cH:5][cH:6][c:7]1[C:8]([c:9]1[cH:10][cH:11][c:12]([Cl:15])[cH:13][cH:14]1)=[O:16].[O:22]1[CH2:23][CH2:24][CH2:25][CH2:26]1>>[NH2:1][c:2]1[c:3]([CH2:17][C:18]#[N:19])[cH:4][cH:5][cH:6][c:7]1[C:8]([c:9]1[cH:10][cH:11][c:12]([Cl:15])[cH:13][cH:14]1)=[O:16]. Starting materials: C(C)OCCl (chloromethyl ethyl ether), OCC1=NSC2=C1C=C(C=C2)N2C(N(C(=CC2=O)C(F)(F)F)C)=O (3-[3-(hydroxymethyl)-1,2-benzisothiazol-5-yl]-1-methyl-6-(trifluoromethyl)-2,4(1H,3H)-pyrimidinedione), C(Cl)Cl (methylene chloride), resultant mixture, C(C)N(C(C)C)C(C)C (ethyldiisopropylamine). The solvent is CCOCC (ether). Product: C(C)OCOCC1=NSC2=C1C=C(C=C2)N2C(N(C(=CC2=O)C(F)(F)F)C)=O (3-[3-[(Ethoxymethoxy)methyl]-1,2-benzisothiazol-5-yl]-1-methyl-6-(trifluoromethyl)-2,4(1H,3H)-pyrimidinedione). As a reaction SMILES: [OH:1][CH2:2][C:3]1[C:7]2[CH:8]=[C:9]([N:12]3[C:17](=[O:18])[CH:16]=[C:15]([C:19]([F:22])([F:21])[F:20])[N:14]([CH3:23])[C:13]3=[O:24])[CH:10]=[CH:11][C:6]=2[S:5][N:4]=1.C(Cl)Cl.C(N(C(C)C)C(C)C)C.[CH2:37]([O:39][CH2:40]Cl)[CH3:38]>CCOCC>[CH2:37]([O:39][CH2:40][O:1][CH2:2][C:3]1[C:7]2[CH:8]=[C:9]([N:12]3[C:17](=[O:18])[CH:16]=[C:15]([C:19]([F:21])([F:20])[F:22])[N:14]([CH3:23])[C:13]3=[O:24])[CH:10]=[CH:11][C:6]=2[S:5][N:4]=1)[CH3:38]. Procedure: To a mixture of 3-[3-(hydroxymethyl)-1,2-benzisothiazol-5-yl]-1-methyl-6-(trifluoromethyl)-2,4(1H,3H)-pyrimidinedione (0.800 g, 0.00224 mol) and methylene chloride is added ethyldiisopropylamine (0.780 ml, 0.00448 mol) followed by chloromethyl ethyl ether (0.310 ml, 0.00336 mol). The resultant mixture is stirred 42.5 hours at room temperature, diluted with ether, washed sequentially with 1 M aqueous hydrochloric acid, saturated sodium bicarbonate and brine, dried over anhydrous magnesium sulfate... Reactants: C1(=CC=CC=C1)B(O)O (phenylboronic acid), C([O-])([O-])=O.[Na+].[Na+] (sodium carbonate), BrC=1C=C2C(=NN(C2=CC1Br)COCC[Si](C)(C)C)NC(CCC)=O (N-[5,6-dibromo-1-[[2-(trimethylsilyl)ethoxy]methyl]-1H-indazol-3-yl]butanamide). The reagents and catalysts are C=1C=CC(=CC1)[P](C=2C=CC=CC2)(C=3C=CC=CC3)[Pd]([P](C=4C=CC=CC4)(C=5C=CC=CC5)C=6C=CC=CC6)([P](C=7C=CC=CC7)(C=8C=CC=CC8)C=9C=CC=CC9)[P](C=1C=CC=CC1)(C=1C=CC=CC1)C=1C=CC=CC1 (tetrakis(triphenylphosphine)palladium). Solvent: O (water), O1CCOCC1 (dioxane), C(C)(=O)OCC (ethyl acetate), O (water). Product: C1(=CC=CC=C1)C=1C=C2C(=NN(C2=CC1C1=CC=CC=C1)COCC[Si](C)(C)C)NC(CCC)=O (N-[5,6-diphenyl-1-[[2-(trimethylsilyl)ethoxy]methyl]-1H-indazol-3-yl]butanamide). Yield: 141.6%. Reaction SMILES: [C:1]1(B(O)O)[CH:6]=[CH:5][CH:4]=[CH:3][CH:2]=1.C(=O)([O-])[O-].[Na+].[Na+].Br[C:17]1[CH:18]=[C:19]2[C:23](=[CH:24][C:25]=1Br)[N:22]([CH2:27][O:28][CH2:29][CH2:30][Si:31]([CH3:34])([CH3:33])[CH3:32])[N:21]=[C:20]2[NH:35][C:36](=[O:40])[CH2:37][CH2:38][CH3:39]>O.O1CCOCC1.C(OCC)(=O)C.C1C=CC([P]([Pd]([P](C2C=CC=CC=2)(C2C=CC=CC=2)C2C=CC=CC=2)([P](C2C=CC=CC=2)(C2C=CC=CC=2)C2C=CC=CC=2)[P](C2C=CC=CC=2)(C2C=CC=CC=2)C2C=CC=CC=2)(C2C=CC=CC=2)C2C=CC=CC=2)=CC=1>[C:1]1([C:17]2[CH:18]=[C:19]3[C:23](=[CH:24][C:25]=2[C:1]2[CH:6]=[CH:5][CH:4]=[CH:3][CH:2]=2)[N:22]([CH2:27][O:28][CH2:29][CH2:30][Si:31]([CH3:34])([CH3:33])[CH3:32])[N:21]=[C:20]3[NH:35][C:36](=[O:40])[CH2:37][CH2:38][CH3:39])[CH:6]=[CH:5][CH:4]=[CH:3][CH:2]=1 |f:1.2.3,^1:57,59,78,97|. Procedure details: 1.12 g of phenylboronic acid, 1.55 g of sodium carbonate in 40 cm3 of water and 463 mg of tetrakis(triphenylphosphine)palladium are added to 1 g of N-[5,6-dibromo-1-[[2-(trimethylsilyl)ethoxy]methyl]-1H-indazol-3-yl]butanamide, described in Example 70, in 150 cm3 of dioxane, and the mixture is refluxed for 18 hours. The reaction medium is diluted with 100 cm3 of ethyl acetate and with 100 cm3 of water and is then filtered through a sinter funnel packed with Celite. The organic phase is separated...